From a dataset of the Open Reaction Database (ORD), a public repository of structured organic reaction records. describe an organic reaction: reactants, conditions, products, and yield Starting materials: ClC1=CC=C(C=C1)C(C(=O)NC(C(=O)O)(C(C)C)C)C (2-[2-(4-chlorophenyl)-propanoylamino]-2,3-dimethylbutanoic acid), C(C)(=O)OC(C)=O (acetic anhydride), O (water). Run in C1(=CC=CC=C1)C (toluene). Conditions: time 20 minute. Yields the product ClC1=CC=C(C=C1)C(C)C=1OC(C(N1)(C)C(C)C)=O (2-[1-(4-chlorophenyl)ethyl]-4-isopropyl-4-methyl-1,3-oxazol-5-one). Yield: 91.5%. RXN SMILES: [Cl:1][C:2]1[CH:7]=[CH:6][C:5]([CH:8]([CH3:20])[C:9]([NH:11][C:12]([CH3:19])([CH:16]([CH3:18])[CH3:17])[C:13]([OH:15])=[O:14])=O)=[CH:4][CH:3]=1.C(OC(=O)C)(=O)C.O>C1(C)C=CC=CC=1>[Cl:1][C:2]1[CH:7]=[CH:6][C:5]([CH:8]([C:9]2[O:14][C:13](=[O:15])[C:12]([CH:16]([CH3:18])[CH3:17])([CH3:19])[N:11]=2)[CH3:20])=[CH:4][CH:3]=1. Procedure: 3.7 g (12.5 mmol) of 2-[2-(4-chlorophenyl)-propanoylamino]-2,3-dimethylbutanoic acid was suspended in 50 ml of toluene. Thereto was added 2 g (19.6 mmol) of acetic anhydride. The mixture was refluxed with heating, to give rise to a reaction. The reaction was complete in 20 minutes. The reaction mixture was cooled to room temperature. 50 ml of water was added and phase separation was allowed to take place. The separated organic layer was washed with 30 ml of water and 30 ml of a saturated aqueous...